Dataset: the Open Reaction Database (ORD), a public repository of structured organic reaction records. Task: describe an organic reaction: reactants, conditions, products, and yield Run in C1=CC=CC=C1 (benzene). Procedure details: To a suspension of 3.76 g. (0.02 mole) of 5-chloro-2-methoxynicotinic acid in 100 ml. of carbon tetrachloride, there were added 100 ml. of thionyl chloride in one portion and the resulting mixture was then refluxed on a steam bath for a period of 90 minutes. Upon completion of this step, the clear solution so obtained was cooled and then concentrated in vacuo at room temperature to afford a residual oil. The excess thionyl chloride present was next removed in the same manner as described in Prep... Yields the product ClC=1C=NC(=C(C(=O)Cl)C1)OC (5-chloro-2-methoxynicotinoyl chloride). Reaction SMILES: [Cl:1][C:2]1[CH:3]=[N:4][C:5]([O:11][CH3:12])=[C:6]([CH:10]=1)[C:7](O)=[O:8].C(Cl)(Cl)(Cl)[Cl:14].S(Cl)(Cl)=O>C1C=CC=CC=1>[Cl:1][C:2]1[CH:3]=[N:4][C:5]([O:11][CH3:12])=[C:6]([CH:10]=1)[C:7]([Cl:14])=[O:8]. Starting materials: ClC=1C=NC(=C(C(=O)O)C1)OC (5-chloro-2-methoxynicotinic acid), C(Cl)(Cl)(Cl)Cl (carbon tetrachloride), S(=O)(Cl)Cl (thionyl chloride). The reactants are ClC1=CC=C2C=CC(=NC2=C1)\C=C\C1=CC(=CC=C1)C1OC1 (7-Chloro-2-[(E)-2-(3-oxiranyl-phenyl)-vinyl]-quinoline), C1(CC1)CO (cyclopropyl methanol), ClCCl (dichloromethane), C([O-])([O-])=O.[Na+].[Na+] (sodium carbonate). Reaction conditions: time 5 minute. Yields the product ClC1=CC=C2C=CC(=NC2=C1)/C=C/C=1C=C(C=CC1)C(C(O)OC)C1CC1 (2-{3-[(E)-2-(7-chloro-quinolin-2-yl)-vinyl]-phenyl}-2-cyclopropyl methoxy-ethanol). Yield: 40.5%. As a reaction SMILES: [Cl:1][C:2]1[CH:11]=[C:10]2[C:5]([CH:6]=[CH:7][C:8](/[CH:12]=[CH:13]/[C:14]3[CH:19]=[CH:18][CH:17]=[C:16](C4CO4)[CH:15]=3)=[N:9]2)=[CH:4][CH:3]=1.[CH:23]1([CH2:26]O)[CH2:25][CH2:24]1.[C:28](=[O:31])([O-])[O-:29].[Na+].[Na+].Cl[CH2:35]Cl>>[Cl:1][C:2]1[CH:11]=[C:10]2[C:5]([CH:6]=[CH:7][C:8](/[CH:12]=[CH:13]/[C:14]3[CH:15]=[C:16]([CH:26]([CH:23]4[CH2:24][CH2:25]4)[CH:28]([O:31][CH3:35])[OH:29])[CH:17]=[CH:18][CH:19]=3)=[N:9]2)=[CH:4][CH:3]=1 |f:2.3.4|. Procedure: To a solution of epoxide 30 (3.0 g, 0.0098 mol) in dichloromethane (30.0 ml) was added cyclopropyl methanol (60.0 ml) at ambient condition and stirred for 5 minutes. To the above solution was added boron trifluoride-ethyl ether complex (3.0 ml, 0.0238 mol) slowly at such a rate so as to maintain the temperature of reaction between 25° C. to 30° C. The reaction was stirred at ambient temperature for 18 hours. A saturated aqueous solution of sodium carbonate (3.0 g) was added carefully and the res...